From a dataset of the Open Reaction Database (ORD), a public repository of structured organic reaction records. describe an organic reaction: reactants, conditions, products, and yield RXN SMILES: [C:22]([BH3-:23])#[N:24].[C:26](=[O:27])([O-:28])[O-:29].[CH3:19][CH2:20][OH:21].[CH3:1][O:2][N:3]=[C:4]1[CH2:5][N:6]([CH2:12][c:13]2[cH:14][cH:15][cH:16][cH:17][cH:18]2)[CH2:7][C:8]12[CH2:9][NH:10][CH2:11]2.[CH3:35][CH2:36][CH2:37][CH2:38][CH2:39][CH3:40].[CH3:41][C:42](=[O:43])[OH:44].[Cl:32][CH2:33][Cl:34].[K+:30].[K+:31].[Na+:25]>>[CH3:1][O:2][N:3]=[C:4]1[CH2:5][N:6]([CH2:12][c:13]2[cH:14][cH:15][cH:16][cH:17][cH:18]2)[CH2:7][C:8]12[CH2:9][N:10]([CH3:19])[CH2:11]2. Yields the product CON=C1CN(Cc2ccccc2)CC12CN(C)C2. Reactants: [BH3-]C#N, O=C([O-])[O-], CCO, CON=C1CN(Cc2ccccc2)CC12CNC2, CCCCCC, CC(=O)O, ClCCl, [K+], [K+], [Na+]. The product is C1(CCC1)C1=CC=C(C(=O)OC)C=C1 (Methyl 4-cyclobutylbenzoate). Run in C1CCOC1 (THF). Procedure: To a stirred mixture of ZnBr2 (83.0 g, 368.53 mmol, 4.00 equiv) in THF (500 mL) under nitrogen at 0° C. was added a solution of bromo(cyclobutyl)magnesium (242 mL, 364 mmol, 1.5 M in THF) dropwise during 20 min. To the resulting mixture were added Pd(dppf)Cl2 (2.00 g, 0.10 equiv) and methyl 4-bromobenzoate (20 g, 93.00 mmol, 1.00 equiv) at −40° C. The resulting mixture was stirred at −40° C. for 1 h under nitrogen, and then carefully quenched with 500 mL of NH4Cl(aq., sat.). The mixture was extr... RXN SMILES: Br[Mg][CH:3]1[CH2:6][CH2:5][CH2:4]1.Br[C:8]1[CH:17]=[CH:16][C:11]([C:12]([O:14][CH3:15])=[O:13])=[CH:10][CH:9]=1>C1COCC1.[Zn+2].[Br-].[Br-].C1C=CC(P(C2C=CC=CC=2)[C-]2C=CC=C2)=CC=1.C1C=CC(P(C2C=CC=CC=2)[C-]2C=CC=C2)=CC=1.Cl[Pd]Cl.[Fe+2]>[CH:3]1([C:8]2[CH:17]=[CH:16][C:11]([C:12]([O:14][CH3:15])=[O:13])=[CH:10][CH:9]=2)[CH2:6][CH2:5][CH2:4]1 |f:3.4.5,6.7.8.9|. Starting materials: Br[Mg]C1CCC1 (bromo(cyclobutyl)magnesium), BrC1=CC=C(C(=O)OC)C=C1 (methyl 4-bromobenzoate). Reaction conditions: temperature -40 celsius, time 1 hour. Reagents/catalysts: [Zn+2].[Br-].[Br-] (ZnBr2), C1=CC=C(C=C1)P([C-]2C=CC=C2)C3=CC=CC=C3.C1=CC=C(C=C1)P([C-]2C=CC=C2)C3=CC=CC=C3.Cl[Pd]Cl.[Fe+2] (Pd(dppf)Cl2). Reactants: C(CCC)N(CCCC)CCCC (tributylamine), C(#N)C=1C=CC2=C(C(=CC(O2)(C)C)C2=CC=C(C=N2)C(=O)OCC2=CC=CC=C2)C1 (benzyl 6-(6-cyano-2,2-dimethyl-2H-1-benzopyran-4-yl)-3-pyridinecarboxylate), C(CCC)N(CCCC)CCCC (tributylamine), C(CCC)N(CCCC)CCCC (tributylamine), C(CCC)N(CCCC)CCCC (tributylamine). Isolated yield 35.8%. Procedure details: 5.06 g of benzyl 6-(6-cyano-2,2-dimethyl-2H-1-benzopyran-4-yl)-3-pyridinecarboxylate were heated at 100° C. with 7.8 ml of tributylamine, 244 mg of 10% palladium-on-charcoal and 0.9 ml of formic acid. After 12 hours a further 7.8 ml of tributylamine and 10 ml of formic acid were added. After 24 hours a further 2 ml of tributylamine and 3 ml formic acid were added. After 26 hours a further 170 mg of 10% palladium-on-charcoal, 2 ml tributylamine and 3 ml of formic acid were added. After 28 hours t... Run in C(=O)O (formic acid), C(=O)O (formic acid), C(=O)O (formic acid), C(=O)O (formic acid). As a reaction SMILES: [C:1]([C:3]1[CH:4]=[CH:5][C:6]2[O:11][C:10]([CH3:13])([CH3:12])[CH:9]=[C:8]([C:14]3[N:19]=[CH:18][C:17]([C:20]([O:22]CC4C=CC=CC=4)=[O:21])=[CH:16][CH:15]=3)[C:7]=2[CH:30]=1)#[N:2].C(N(CCCC)CCCC)CCC>[Pd].C(O)=O>[C:1]([C:3]1[CH:4]=[CH:5][C:6]2[O:11][C:10]([CH3:13])([CH3:12])[CH:9]=[C:8]([C:14]3[N:19]=[CH:18][C:17]([C:20]([OH:22])=[O:21])=[CH:16][CH:15]=3)[C:7]=2[CH:30]=1)#[N:2]. Yields the product C(#N)C=1C=CC2=C(C(=CC(O2)(C)C)C2=CC=C(C=N2)C(=O)O)C1 (6-(6-cyano-2,2-dimethyl-2H-1-benzopyran-4-yl)-3-pyridinecarboxylic acid). The reagents and catalysts are [Pd] (palladium-on-charcoal), [Pd] (palladium-on-charcoal). Starting materials: C(C(=O)Cl)(=O)Cl (Oxalyl chloride), C(C)N1C(=NC2=C1C=CC(=C2)C(=O)[O-])CC=2N(N=CC2)C2=C(C=CC(=C2)F)F (1-ethyl-2-{[2-(2,5-difluorophenyl)-pyrazol-3-yl]methyl}-1H-benzimidazole-5-carboxylate). The reagents and catalysts are CN(C)C=O (DMF). Solvent: ClCCl (dichlormethane). Run at temperature 0 celsius, time 0.5 hour. Product: C(C#C)NC(=O)C1=CC2=C(N(C(=N2)CC=2N(N=CC2)C2=C(C=CC(=C2)F)F)CC)C=C1 (N-propargyl 1-ethyl-2-{[2-(2,5-difluorophenyl)-pyrazol-3-yl]methyl}-1H-benzimidazole-5-carboxamide). Reaction SMILES: [C:1](Cl)(=[O:5])[C:2](Cl)=O.[CH2:7]([N:9]1[C:13]2[CH:14]=[CH:15]C(C([O-])=O)=[CH:17][C:12]=2[N:11]=[C:10]1[CH2:21][C:22]1[N:23]([C:27]2[CH:32]=[C:31]([F:33])[CH:30]=[CH:29][C:28]=2[F:34])[N:24]=[CH:25][CH:26]=1)[CH3:8]>CN(C=O)C.ClCCl>[CH2:10]([NH:9][C:1]([C:2]1[CH:15]=[CH:14][C:13]2[N:9]([CH2:7][CH3:8])[C:10]([CH2:21][C:22]3[N:23]([C:27]4[CH:32]=[C:31]([F:33])[CH:30]=[CH:29][C:28]=4[F:34])[N:24]=[CH:25][CH:26]=3)=[N:11][C:12]=2[CH:17]=1)=[O:5])[C:21]#[CH:22]. Reported procedure: Oxalyl chloride (2.5 eq of 2M in dichloromethane) is added dropwise to a solution of 1-ethyl-2-{[2-(2,5-difluorophenyl)-pyrazol-3-yl]methyl}-1H-benzimidazole-5-carboxylate (368 mg) in DMF (5 drops) and dichlormethane (30 mL) at 0° C. The mixture is stirred at 0° C. for 0.5 h, then at room temperature for 1 h. The solution is concentrated, the residue taken up in DMF (30 ml), excess propargylamine added, and the mixture stirred for 6 h. Dilute aqueous sodium bicarbonate is added then extracted wi... Starting materials: C([O-])([O-])=O.[Cs+].[Cs+] (cesium carbonate), NC1CCC(CC1)C[C@@H](C(=O)O)NC(=O)OC(C)(C)C ((S)-3-(4-aminocyclohexyl)-2-tert-butoxycarbonylaminopropionic acid), ClC1=NC=C(C(=N1)C1=CC=CC=C1)C1=CC=CC=C1 (2-chloro-4,5-diphenylpyrimidine). The solvent is CN(C=O)C (dimethylformamide), CN(C=O)C (dimethylformamide). Run at time 30 minute. Product: C(C)(C)(C)OC(=O)N[C@H](C(=O)O)CC1CCC(CC1)NC1=NC=C(C(=N1)C1=CC=CC=C1)C1=CC=CC=C1 ((S)-2-tert-butoxycarbonylamino-3-[4-(4,5-diphenylpyrimidin-2-ylamino)cyclohexyl]propionic acid). The yield is 11.2%. As a reaction SMILES: C(=O)([O-])[O-].[Cs+].[Cs+].[NH2:7][CH:8]1[CH2:13][CH2:12][CH:11]([CH2:14][C@H:15]([NH:19][C:20]([O:22][C:23]([CH3:26])([CH3:25])[CH3:24])=[O:21])[C:16]([OH:18])=[O:17])[CH2:10][CH2:9]1.Cl[C:28]1[N:33]=[C:32]([C:34]2[CH:39]=[CH:38][CH:37]=[CH:36][CH:35]=2)[C:31]([C:40]2[CH:45]=[CH:44][CH:43]=[CH:42][CH:41]=2)=[CH:30][N:29]=1>CN(C)C=O>[C:23]([O:22][C:20]([NH:19][C@@H:15]([CH2:14][CH:11]1[CH2:10][CH2:9][CH:8]([NH:7][C:28]2[N:33]=[C:32]([C:34]3[CH:39]=[CH:38][CH:37]=[CH:36][CH:35]=3)[C:31]([C:40]3[CH:41]=[CH:42][CH:43]=[CH:44][CH:45]=3)=[CH:30][N:29]=2)[CH2:13][CH2:12]1)[C:16]([OH:18])=[O:17])=[O:21])([CH3:26])([CH3:25])[CH3:24] |f:0.1.2|. Reported procedure: 550 mg (1.69 mmol) of cesium carbonate were added to a solution of 161 mg (0.56 mmol) of (S)-3-(4-aminocyclohexyl)-2-tert-butoxycarbonylaminopropionic acid in 3 ml of dimethylformamide, and the mixture was stirred at room temperature. After 30 minutes, a solution of 100 mg (0.38 mmol) of 2-chloro-4,5-diphenylpyrimidine in 2 ml of dimethylformamide was added, and the mixture was stirred at 90° C. for 6 hours. The solvent was concentrated and the residue was partitioned between ethyl acetate and w... The reactants are ClC1=C(C=C(C=O)C=C1)F (4-chloro-3-fluorobenzaldehyde), CCOCC.C[Mg+].[Br-] (Et2O MeMgBr). Solvent: C1CCOC1 (THF). Run at temperature -50 celsius, time 3 hour. Product: ClC1=C(C=C(C=C1)C(C)O)F (1-(4-chloro-3-fluorophenyl)ethanol). As a reaction SMILES: [Cl:1][C:2]1[CH:9]=[CH:8][C:5]([CH:6]=[O:7])=[CH:4][C:3]=1[F:10].[CH3:11]COCC.C[Mg+].[Br-]>C1COCC1>[Cl:1][C:2]1[CH:9]=[CH:8][C:5]([CH:6]([OH:7])[CH3:11])=[CH:4][C:3]=1[F:10] |f:1.2.3|. Procedure details: To a solution of 4-chloro-3-fluorobenzaldehyde (1 eq) in THF (0.3 M) at −78° C. was added 3M/Et2O MeMgBr (1.5 eq). The reaction mixture was stirred at −50° C. for 3 hrs, quenched with aqueous saturated NH4Cl and extracted with EtOAc. The combined organic layers were dried over Na2SO4 and concentrated to give 1-(4-chloro-3-fluorophenyl)ethanol, which was used as such for the next step. The reactants are ClC=1C(=CC(N(C1)C(C(=O)OC(C)(C)C)C[C@H]1OCCCC1)=O)C1=C(C=CC(=C1)Cl)C#N (tert-butyl 2-[5-chloro-4-(5-chloro-2-cyanophenyl)-2-oxopyridin-1(2H)-yl]-3-[(2S)-tetrahydro-2H-pyran-2-yl]propanoate), C(=O)(C(F)(F)F)O (TFA). The product is ClC=1C(=CC(N(C1)C(C(=O)O)C[C@H]1OCCCC1)=O)C1=C(C=CC(=C1)Cl)C#N (2-[5-Chloro-4-(5-chloro-2-cyanophenyl)-2-oxopyridin-1(2H)-yl]-3-[(2S)-tetrahydro-2H-pyran-2-yl]propanoic acid). As a reaction SMILES: [Cl:1][C:2]1[C:3]([C:24]2[CH:29]=[C:28]([Cl:30])[CH:27]=[CH:26][C:25]=2[C:31]#[N:32])=[CH:4][C:5](=[O:23])[N:6]([CH:8]([CH2:16][C@@H:17]2[CH2:22][CH2:21][CH2:20][CH2:19][O:18]2)[C:9]([O:11]C(C)(C)C)=[O:10])[CH:7]=1.C(O)(C(F)(F)F)=O>>[Cl:1][C:2]1[C:3]([C:24]2[CH:29]=[C:28]([Cl:30])[CH:27]=[CH:26][C:25]=2[C:31]#[N:32])=[CH:4][C:5](=[O:23])[N:6]([CH:8]([CH2:16][C@@H:17]2[CH2:22][CH2:21][CH2:20][CH2:19][O:18]2)[C:9]([OH:11])=[O:10])[CH:7]=1. Procedure: 396 mg (0.83 mmol) of tert-butyl 2-[5-chloro-4-(5-chloro-2-cyanophenyl)-2-oxopyridin-1(2H)-yl]-3-[(2S)-tetrahydro-2H-pyran-2-yl]propanoate (mixture of enantiomerically pure diastereomers 1 and 2) were hydrolysed with TFA according to General Method 6A. Yield: 396 mg (quant.) The reactants are C(C)OC(CC(=O)O)=O (malonic acid monoethyl ester), N1=C(C=CC=C1)C1=NC=CC=C1 (2,2′-bipyridine), COC(=O)C1=CC=CC2=CC(=CC=C12)CC(=O)Cl (6-chlorocarbonylmethyl-naphthalene-1-carboxylic acid methyl ester), Cl (HCl), solution, solution. Run in C1CCOC1 (THF), C1CCOC1 (THF), CCOCC (ether), C1CCOC1 (THF), C1CCOC1 (THF). Run at temperature -10 celsius, time 1 hour. Yields the product COC(=O)C1=CC=CC2=CC(=CC=C12)CC(CC(=O)OCC)=O (6-(3-Ethoxycarbonyl-2-oxo-propyl)-naphthalene-1-carboxylic acid methyl ester). Reaction SMILES: [CH2:1]([O:3][C:4](=[O:9])[CH2:5][C:6]([OH:8])=O)[CH3:2].N1C=CC=CC=1C1C=CC=CN=1.[CH3:22][O:23][C:24]([C:26]1[C:35]2[C:30](=[CH:31][C:32]([CH2:36]C(Cl)=O)=[CH:33][CH:34]=2)[CH:29]=[CH:28][CH:27]=1)=[O:25].Cl>C1COCC1.CCOCC>[CH3:22][O:23][C:24]([C:26]1[C:35]2[C:30](=[CH:31][C:32]([CH2:36][C:6](=[O:8])[CH2:5][C:4]([O:3][CH2:1][CH3:2])=[O:9])=[CH:33][CH:34]=2)[CH:29]=[CH:28][CH:27]=1)=[O:25]. Procedure details: A solution of 8.56 g (64.8 mMol) of malonic acid monoethyl ester and 112 mg (0.72 mMol) 2,2′-bipyridine in 200 ml THF is cooled to −78° C. Then 60 ml of a 1.6 M solution of nbutyllithium in THF are added dropwise (color changes from yellow to red!). Warming the mixture up to −10° C., renders the mixture turn to yellow again. Addition of another 10 ml of a 1.6 M solution of nbutyllithium in THF results in a persistent red color of the mixture. After cooling to −78° C., a suspension of 36 mMol 6-c...